The task is: describe an organic reaction: reactants, conditions, products, and yield. This data is from the Open Reaction Database (ORD), a public repository of structured organic reaction records. Run at time 8 hour. The solvent is CS(=O)C (dimethyl sulfoxide), C(C)(=O)OCC (ethyl acetate). Isolated yield 30.2%. Starting materials: C(C)(C)N(C(C)C)CC (N,N-Diisopropylethylamine), ClC=1N=NC(=CC1)C(F)(F)F (3-chloro-6-(trifluoromethyl)pyridazine), Cl.OC1(C2=C(NC(C1)=O)NN=C2C2CCNCC2)C(F)(F)F (4-hydroxy-3-(piperidin-4-yl)-4-(trifluoromethyl)-1,4,5,7-tetrahydro-6H-pyrazolo[3,4-b]pyridin-6-one hydrochloride). Product: OC1(C2=C(NC(C1)=O)NN=C2C2CCN(CC2)C=2N=NC(=CC2)C(F)(F)F)C(F)(F)F (4-Hydroxy-4-(trifluoromethyl)-3-{1-[6-(trifluoromethyl)pyridazin-3-yl]piperidin-4-yl}-1,4,5,7-tetrahydro-6H-pyrazolo[3,4-b]pyridin-6-one). Procedure: N,N-Diisopropylethylamine (59.8 μL, 0.352 mmol) and 3-chloro-6-(trifluoromethyl)pyridazine (80.2 mg, 0.439 mmol) were added to a solution of 4-hydroxy-3-(piperidin-4-yl)-4-(trifluoromethyl)-1,4,5,7-tetrahydro-6H-pyrazolo[3,4-b]pyridin-6-one hydrochloride (100 mg, 0.293 mmol) produced in Reference Example 60 in dimethyl sulfoxide (0.5 mL), and the mixture was stirred overnight at room temperature. The reaction solution was diluted with ethyl acetate, washed with water, a saturated ammonium chlori... As a reaction SMILES: C(N(CC)C(C)C)(C)C.Cl[C:11]1[N:12]=[N:13][C:14]([C:17]([F:20])([F:19])[F:18])=[CH:15][CH:16]=1.Cl.[OH:22][C:23]1([C:39]([F:42])([F:41])[F:40])[CH2:28][C:27](=[O:29])[NH:26][C:25]2[NH:30][N:31]=[C:32]([CH:33]3[CH2:38][CH2:37][NH:36][CH2:35][CH2:34]3)[C:24]1=2>CS(C)=O.C(OCC)(=O)C>[OH:22][C:23]1([C:39]([F:42])([F:41])[F:40])[CH2:28][C:27](=[O:29])[NH:26][C:25]2[NH:30][N:31]=[C:32]([CH:33]3[CH2:34][CH2:35][N:36]([C:11]4[N:12]=[N:13][C:14]([C:17]([F:20])([F:19])[F:18])=[CH:15][CH:16]=4)[CH2:37][CH2:38]3)[C:24]1=2 |f:2.3|. Yields the product C(C)(C)(C)C1=NN(C(=C1)NC(=O)N[C@H]1CC[C@H](C2=CC=CC=C12)OC=1C=CC=2N(C1)C(=NN2)N2CCCCC2)C=2C=NN(C2)CCCOC2OCCCC2 (1-{3-tert-Butyl-1′-[3-(tetrahydro-pyran-2-yloxy)-propyl]-1′H-[1,4′]bipyrazolyl-5-yl}-3-[(1S,4R)-4-(3-piperidin-1-yl-[1,2,4]triazolo[4,3-a]pyridin-6-yloxy)-1,2,3,4-tetrahydro-naphthalen-1-yl]-urea). Procedure details: The title compound was prepared starting from Intermediate 3c and Intermediate 113c using analogous procedures to those described in Intermediate 106a. LCMS (Method 4): Rt 3.34 min, m/z 737 [MH+]. Starting materials: Intermediate 3c, ClC(COC(NC1=CC(=NN1C=1C=NN(C1)CCCOC1OCCCC1)C(C)(C)C)=O)(Cl)Cl ({3-tert-Butyl-1′-[3-(tetrahydro-pyran-2-yloxy)-propyl]-1′H-[1,4′]bipyrazolyl-5-yl}-carbamic acid 2,2,2-trichloro-ethyl ester), C(C)(C)(C)C=1C=C(N(N1)C1=CC=C(C=C1)CO)NC(=O)N[C@H]1CC[C@H](C2=CC=CC=C12)OC=1C=CC=2N(C1)C(=NN2)N2CCCCC2 (1-[5-tert-Butyl-2-(4-hydroxymethyl-phenyl)-2H-pyrazol-3-yl]-3-[(1S,4R)-4-(3-piperidin-1-yl-[1,2,4]triazolo[4,3-a]pyridin-6-yloxy)-1,2,3,4-tetrahydro-naphthalen-1-yl]-urea). RXN SMILES: ClC(Cl)(Cl)CO[C:5](=[O:31])[NH:6][C:7]1[N:11]([C:12]2[CH:13]=[N:14][N:15]([CH2:17][CH2:18][CH2:19][O:20][CH:21]3[CH2:26][CH2:25][CH2:24][CH2:23][O:22]3)[CH:16]=2)[N:10]=[C:9]([C:27]([CH3:30])([CH3:29])[CH3:28])[CH:8]=1.C(C1C=C(NC([NH:54][C@@H:55]2[C:64]3[C:59](=[CH:60][CH:61]=[CH:62][CH:63]=3)[C@H:58]([O:65][C:66]3[CH:67]=[CH:68][C:69]4[N:70]([C:72]([N:75]5[CH2:80][CH2:79][CH2:78][CH2:77][CH2:76]5)=[N:73][N:74]=4)[CH:71]=3)[CH2:57][CH2:56]2)=O)N(C2C=CC(CO)=CC=2)N=1)(C)(C)C>>[C:27]([C:9]1[CH:8]=[C:7]([NH:6][C:5]([NH:54][C@@H:55]2[C:64]3[C:59](=[CH:60][CH:61]=[CH:62][CH:63]=3)[C@H:58]([O:65][C:66]3[CH:67]=[CH:68][C:69]4[N:70]([C:72]([N:75]5[CH2:76][CH2:77][CH2:78][CH2:79][CH2:80]5)=[N:73][N:74]=4)[CH:71]=3)[CH2:57][CH2:56]2)=[O:31])[N:11]([C:12]2[CH:13]=[N:14][N:15]([CH2:17][CH2:18][CH2:19][O:20][CH:21]3[CH2:26][CH2:25][CH2:24][CH2:23][O:22]3)[CH:16]=2)[N:10]=1)([CH3:30])([CH3:28])[CH3:29]. The reactants are Clc1cnc2ccc(Br)cc2n1, [H-], [Na+], CN(C)C=O, OCCO. The product is OCCOc1cnc2ccc(Br)cc2n1. RXN SMILES: [Br:7][c:8]1[cH:9][cH:10][c:11]2[n:12][cH:13][c:14]([Cl:18])[n:15][c:16]2[cH:17]1.[H-:1].[Na+:2].[O:19]=[CH:20][N:21]([CH3:22])[CH3:23].[OH:3][CH2:4][CH2:5][OH:6]>>[O:3]([CH2:4][CH2:5][OH:6])[c:14]1[cH:13][n:12][c:11]2[cH:10][cH:9][c:8]([Br:7])[cH:17][c:16]2[n:15]1. Starting materials: CCO, [H][H], CCN(CC)CC#Cc1cnc(N)c2c(-c3ccc(NC(=O)c4cc5ccccc5n4C)c(OC)c3)csc12, c1ccc2ncccc2c1, c1ccncc1. The product is CCN(CC)CC=Cc1cnc(N)c2c(-c3ccc(NC(=O)c4cc5ccccc5n4C)c(OC)c3)csc12. As a reaction SMILES: [CH2:58]([OH:59])[CH3:60].[H:50][H:51].[NH2:1][c:2]1[n:3][cH:4][c:5]([C:32]#[C:33][CH2:34][N:35]([CH2:36][CH3:37])[CH2:38][CH3:39])[c:6]2[c:7]1[c:8](-[c:11]1[cH:12][c:13]([O:30][CH3:31])[c:14]([NH:17][C:18](=[O:19])[c:20]3[n:21]([CH3:29])[c:22]4[cH:23][cH:24][cH:25][cH:26][c:27]4[cH:28]3)[cH:15][cH:16]1)[cH:9][s:10]2.[cH:40]1[cH:41][c:42]2[c:43]([n:44][cH:45][cH:46][cH:47]2)[cH:48][cH:49]1.[n:52]1[cH:53][cH:54][cH:55][cH:56][cH:57]1>>[NH2:1][c:2]1[n:3][cH:4][c:5]([CH:32]=[CH:33][CH2:34][N:35]([CH2:36][CH3:37])[CH2:38][CH3:39])[c:6]2[c:7]1[c:8](-[c:11]1[cH:12][c:13]([O:30][CH3:31])[c:14]([NH:17][C:18](=[O:19])[c:20]3[n:21]([CH3:29])[c:22]4[cH:23][cH:24][cH:25][cH:26][c:27]4[cH:28]3)[cH:15][cH:16]1)[cH:9][s:10]2. Reactants: O=C([O-])[O-], CC1(c2ccccc2)NC(=O)NC1=O, CC(C)I, [K+], [K+], CN(C)C=O. The product is CC(C)N1C(=O)NC(C)(c2ccccc2)C1=O. As a reaction SMILES: [C:15](=[O:16])([O-:17])[O-:18].[CH3:1][C:2]1([c:9]2[cH:10][cH:11][cH:12][cH:13][cH:14]2)[C:3](=[O:8])[NH:4][C:5](=[O:7])[NH:6]1.[I:21][CH:22]([CH3:23])[CH3:24].[K+:19].[K+:20].[O:25]=[CH:26][N:27]([CH3:28])[CH3:29]>>[CH3:1][C:2]1([c:9]2[cH:10][cH:11][cH:12][cH:13][cH:14]2)[C:3](=[O:8])[N:4]([CH:22]([CH3:23])[CH3:24])[C:5](=[O:7])[NH:6]1.